From a dataset of the Open Reaction Database (ORD), a public repository of structured organic reaction records. describe an organic reaction: reactants, conditions, products, and yield Starting materials: CC(C)(C)OC(=O)C(C)(C)Sc1nc(CCNc2ncc(-c3ccc(OC(F)(F)F)cc3)cn2)cs1, CI, CCCC[O-], CN(C)C=O, [K], O. Product: CN(CCc1csc(SC(C)(C)C(=O)OC(C)(C)C)n1)c1ncc(-c2ccc(OC(F)(F)F)cc2)cn1. As a reaction SMILES: [C:1]([CH3:2])([CH3:3])([CH3:4])[O:5][C:6]([C:7]([CH3:8])([S:9][c:10]1[s:11][cH:12][c:13]([CH2:15][CH2:16][NH:17][c:18]2[n:19][cH:20][c:21](-[c:24]3[cH:25][cH:26][c:27]([O:30][C:31]([F:32])([F:33])[F:34])[cH:28][cH:29]3)[cH:22][n:23]2)[n:14]1)[CH3:35])=[O:36].[CH3:37][I:38].[CH3:40][CH2:41][CH2:42][CH2:43][O-:44].[CH3:45][N:46]([CH3:47])[CH:48]=[O:49].[K:39].[OH2:50]>>[C:1]([CH3:2])([CH3:3])([CH3:4])[O:5][C:6]([C:7]([CH3:8])([S:9][c:10]1[s:11][cH:12][c:13]([CH2:15][CH2:16][N:17]([c:18]2[n:19][cH:20][c:21](-[c:24]3[cH:25][cH:26][c:27]([O:30][C:31]([F:32])([F:33])[F:34])[cH:28][cH:29]3)[cH:22][n:23]2)[CH3:40])[n:14]1)[CH3:35])=[O:36]. Yields the product Cc1ccc(S(=O)(=O)N(C)c2ccc(NC(=O)C(C)(O)C(F)(F)F)c(Cl)c2)cc1. Reactants: O=C([O-])[O-], CC(C)=O, Cc1ccc(S(=O)(=O)Nc2ccc(NC(=O)C(C)(O)C(F)(F)F)c(Cl)c2)cc1, CI, [K+], [K+]. RXN SMILES: [C:29](=[O:30])([O-:31])[O-:32].[CH3:37][C:38](=[O:39])[CH3:40].[Cl:1][c:2]1[c:3]([NH:19][C:20]([C:21]([C:22]([F:23])([F:24])[F:25])([CH3:26])[OH:27])=[O:28])[cH:4][cH:5][c:6]([NH:8][S:9](=[O:10])(=[O:11])[c:12]2[cH:13][cH:14][c:15]([CH3:18])[cH:16][cH:17]2)[cH:7]1.[I:35][CH3:36].[K+:33].[K+:34]>>[Cl:1][c:2]1[c:3]([NH:19][C:20]([C:21]([C:22]([F:23])([F:24])[F:25])([CH3:26])[OH:27])=[O:28])[cH:4][cH:5][c:6]([N:8]([S:9](=[O:10])(=[O:11])[c:12]2[cH:13][cH:14][c:15]([CH3:18])[cH:16][cH:17]2)[CH3:29])[cH:7]1. The reactants are C([O-])([O-])=O.[Na+].[Na+] (sodium carbonate), crude residue, BrC=1C=C(C=C(C1)[N+](=O)[O-])NC(C)=O (N-(3-bromo-5-nitrophenyl)acetamide), N#N (N2), O1C(=CC2=C1C=CC=C2)B2OC(C(O2)(C)C)(C)C (2-(Benzofuran-2-yl)-4,4,5,5-tetramethyl-1,3,2-dioxaborolane). The reagents and catalysts are C1=CC=C(C=C1)P([C-]2C=CC=C2)C3=CC=CC=C3.C1=CC=C(C=C1)P([C-]2C=CC=C2)C3=CC=CC=C3.Cl[Pd]Cl.[Fe+2] (Pd(dppf)Cl2). The solvent is COCCOC (1,2-dimethoxyethane). Product: O1C(=CC2=C1C=CC=C2)C=2C=C(C=C(C2)[N+](=O)[O-])NC(C)=O (N-(3-(benzofuran-2-yl)-5-nitrophenyl)acetamide). RXN SMILES: Br[C:2]1[CH:3]=[C:4]([NH:11][C:12](=[O:14])[CH3:13])[CH:5]=[C:6]([N+:8]([O-:10])=[O:9])[CH:7]=1.N#N.[O:17]1[C:21]2[CH:22]=[CH:23][CH:24]=[CH:25][C:20]=2[CH:19]=[C:18]1B1OC(C)(C)C(C)(C)O1.C(=O)([O-])[O-].[Na+].[Na+]>COCCOC.C1C=CC(P(C2C=CC=CC=2)[C-]2C=CC=C2)=CC=1.C1C=CC(P(C2C=CC=CC=2)[C-]2C=CC=C2)=CC=1.Cl[Pd]Cl.[Fe+2]>[O:17]1[C:21]2[CH:22]=[CH:23][CH:24]=[CH:25][C:20]=2[CH:19]=[C:18]1[C:2]1[CH:3]=[C:4]([NH:11][C:12](=[O:14])[CH3:13])[CH:5]=[C:6]([N+:8]([O-:10])=[O:9])[CH:7]=1 |f:3.4.5,7.8.9.10|. Procedure details: A solution of N-(3-bromo-5-nitrophenyl)acetamide of Example 1(c) (2 g, 7.7 mmol) in 1,2-dimethoxyethane (25 ml) was degassed by N2 bubbling for 5 min. 2-(Benzofuran-2-yl)-4,4,5,5-tetramethyl-1,3,2-dioxaborolane (2.45 g, 10 mmol, 1.3 eq.) was added and the mixture was degassed for another 5 min. Pd(dppf)Cl2 (0.63 g, 0.77 mmol, 0.1 eq.) and aqueous sodium carbonate (2.45 g, 23.1 mmol, 3.0 eq.) were added and the procedure of Example 1(d) was followed. The crude residue of the product was directly ... The reactants are FC1(OC2=C(O1)C(=CC(=C2)C(=O)O)[Si](CC)(CC)CC)F (2,2-difluoro-7-triethylsilanyl-benzo[1,3]dioxole-5-carboxylic acid), C(C)OCC (diethyl ether), solution, C[Si](C)(C)C=[N+]=[N-] (trimethylsilyldiazomethane). Run in CO (methanol). Conditions: time 1 hour. Product: COC(=O)C1=CC2=C(OC(O2)(F)F)C(=C1)[Si](CC)(CC)CC (2,2-Difluoro-7-triethylsilanyl-benzo[1,3]dioxole-5-carboxylic acid methyl ester). RXN SMILES: [F:1][C:2]1([F:21])[O:6][C:5]2[C:7]([Si:14]([CH2:19][CH3:20])([CH2:17][CH3:18])[CH2:15][CH3:16])=[CH:8][C:9]([C:11]([OH:13])=[O:12])=[CH:10][C:4]=2[O:3]1.[CH2:22](OCC)C.C[Si](C=[N+]=[N-])(C)C>CO>[CH3:22][O:12][C:11]([C:9]1[CH:8]=[C:7]([Si:14]([CH2:19][CH3:20])([CH2:17][CH3:18])[CH2:15][CH3:16])[C:5]2[O:6][C:2]([F:1])([F:21])[O:3][C:4]=2[CH:10]=1)=[O:13]. Reported procedure: 22.0 g of 2,2-difluoro-7-triethylsilanyl-benzo[1,3]dioxole-5-carboxylic acid were dissolved using 200 ml of diethyl ether and 100 ml of methanol. Then, 35.0 ml of a 2M solution of trimethylsilyldiazomethane was added at 10° C.-20° C. Stirring was continued for 1 h at room temperature and the mixture then evaporated. Chromatography on silica gel using EA/HEP 1:10 yielded 17.0 g of the title compound, colorless oil. Rf (EA/HEP 1:20)=0.39 Starting materials: ClCCCl (1,2-Dichloroethane), N(=[N+]=[N-])C=1C(=NC(=CC1C(=O)OC)Br)C=1C=NC(=CC1)N1CCOCC1 (methyl 3-azido-6-bromo-6′-morpholino-2,3′-bipyridine-4-carboxylate). The reagents and catalysts are CCCCCCCC(=O)O.CCCCCCCC(=O)O.CCCCCCCC(=O)O.CCCCCCCC(=O)O.[Rh].[Rh] (rhodium octanoate dimer). Solvent: C1CCOC1 (THF). Conditions: temperature 80 celsius. Product: BrC=1C=C(C2=C(C=3C(=NC(=CC3)N3CCOCC3)N2)N1)C(=O)OC (methyl 2-bromo-7-(4-morpholinyl)-5H-pyrido[2′,3′:4,5]pyrrolo[2,3-b]pyridine-4-carboxylate). Yield: 74.7%. As a reaction SMILES: ClCCCl.[N:5]([C:8]1[C:9]([C:19]2[CH:20]=[N:21][C:22]([N:25]3[CH2:30][CH2:29][O:28][CH2:27][CH2:26]3)=[CH:23][CH:24]=2)=[N:10][C:11]([Br:18])=[CH:12][C:13]=1[C:14]([O:16][CH3:17])=[O:15])=[N+]=[N-]>C1COCC1.CCCCCCCC(O)=O.CCCCCCCC(O)=O.CCCCCCCC(O)=O.CCCCCCCC(O)=O.[Rh].[Rh]>[Br:18][C:11]1[CH:12]=[C:13]([C:14]([O:16][CH3:17])=[O:15])[C:8]2[NH:5][C:20]3=[N:21][C:22]([N:25]4[CH2:30][CH2:29][O:28][CH2:27][CH2:26]4)=[CH:23][CH:24]=[C:19]3[C:9]=2[N:10]=1 |f:3.4.5.6.7.8|. Reported procedure: 1,2-Dichloroethane (0.4 mL) was added to a mixture of methyl 3-azido-6-bromo-6′-morpholino-2,3′-bipyridine-4-carboxylate (240 mg, 0.572 mmol), rhodium octanoate dimer (35.7 mg, 0.046 mmol) and crushed 4 A° molecular sieves (500 mg gm) and heated overnights at 80° C. The reaction was diluted with THF and filtered. The collected solid was washed with multiple portions of boiling THF to extract all of the product. The solvent was removed from the combined filtrates and the residue was suspended in ...